From a dataset of the Open Reaction Database (ORD), a public repository of structured organic reaction records. describe an organic reaction: reactants, conditions, products, and yield Starting materials: [BH4-].[Na+] (sodium borohydride), C1(=CC=CC2=CC=CC=C12)C=C1C(N=C2N1C=CC=C2)=O (3-[1-naphthalen-1-yl-methylidene]-imidazo[1,2-a]pyridin-2-one). The solvent is C(C)O (ethanol), CO (methanol). Run at temperature -78 celsius, time 10 minute. The product is C1(=CC=CC2=CC=CC=C12)CC1C(N=C2N1C=CC=C2)=O (3-Naphthalen-1-ylmethyl-imidazo[1,2-a]pyridin-2-one). RXN SMILES: [BH4-].[Na+].[C:3]1([CH:13]=[C:14]2[N:18]3[CH:19]=[CH:20][CH:21]=[CH:22][C:17]3=[N:16][C:15]2=[O:23])[C:12]2[C:7](=[CH:8][CH:9]=[CH:10][CH:11]=2)[CH:6]=[CH:5][CH:4]=1>C(O)C.CO>[C:3]1([CH2:13][CH:14]2[N:18]3[CH:19]=[CH:20][CH:21]=[CH:22][C:17]3=[N:16][C:15]2=[O:23])[C:12]2[C:7](=[CH:8][CH:9]=[CH:10][CH:11]=2)[CH:6]=[CH:5][CH:4]=1 |f:0.1|. Reported procedure: To a suspension of 137 mg (3.7 mmol) of sodium borohydride in 15 mL of ethanol is added a solution of 500 mg (1.8 mmol) of 3-[1-naphthalen-1-yl-methylidene]-imidazo[1,2-a]pyridin-2-one in 50 mL of methanol, dropwise at −78° C. After stirring for 10 min at −78° C., the reaction mixture is quenched with saturated aqueous ammonium chloride solution at −78° C. The product is extracted with dichloromethane. The organic layer is dried over magnesium sulfate, filtered and concentrated in vacuo to give ... Reactants: NC=1NC(C(=C(N1)C(C(=O)OCC)(CC1=CC=CC=C1)C#N)[N+](=O)[O-])=O (2-Amino-α-cyano-1,6-dihydro-5-nitro-α-(phenylmethyl)-6-oxo-4-pyrimidineacetic acid, ethyl ester), Cl (HCl). The solvent is [OH-].[Na+] (NaOH). Run at time 1 hour. The product is NC=1NC(C(=C(N1)C(C#N)CC1=CC=CC=C1)[N+](=O)[O-])=O (2-Amino-1,6-dihydro-5-nitro-6-oxo-α-(phenylmethyl)-4-pyrimidineacetonitrile). Yield: 36.0%. As a reaction SMILES: [NH2:1][C:2]1[NH:3][C:4](=[O:26])[C:5]([N+:23]([O-:25])=[O:24])=[C:6]([C:8]([C:21]#[N:22])([CH2:14][C:15]2[CH:20]=[CH:19][CH:18]=[CH:17][CH:16]=2)C(OCC)=O)[N:7]=1.Cl>[OH-].[Na+]>[NH2:1][C:2]1[NH:3][C:4](=[O:26])[C:5]([N+:23]([O-:25])=[O:24])=[C:6]([CH:8]([CH2:14][C:15]2[CH:20]=[CH:19][CH:18]=[CH:17][CH:16]=2)[C:21]#[N:22])[N:7]=1 |f:2.3|. Procedure details: A solution of 2-Amino-α-cyano-1,6-dihydro-5-nitro-α-(phenylmethyl)-6-oxo-4-pyrimidineacetic acid, ethyl ester as prepared above (2.0 g) in 1N NaOH (100 mL) is stirred at room temperature for 1 h and is acidified with 4N HCl (30 mL). The precipitate is collected by filtration and dried under vacuum to give 2-Amino-1,6-dihydro-5-nitro-6-oxo-α-(phenylmethyl)-4-pyrimidineacetonitrile (600 mg, 36%). ##STR13## Starting materials: CC(C)(C)C(=O)OC(=O)C(C)(C)C, CC(C)(C)C(=O)O, N, O, CC(C)NCC(O)COc1ccc(NC(=O)c2cc3ccccc3[nH]2)cc1. Product: CC(C)NCC(COc1ccc(NC(=O)c2cc3ccccc3[nH]2)cc1)OC(=O)C(C)(C)C. RXN SMILES: [C:35]([O:36][C:37](=[O:38])[C:39]([CH3:40])([CH3:41])[CH3:42])(=[O:43])[C:44]([CH3:45])([CH3:46])[CH3:47].[CH3:28][C:29]([CH3:30])([CH3:31])[C:32]([OH:33])=[O:34].[NH3:48].[OH2:49].[nH:1]1[c:2]([C:10](=[O:11])[NH:12][c:13]2[cH:14][cH:15][c:16]([O:17][CH2:18][CH:19]([CH2:20][NH:21][CH:22]([CH3:23])[CH3:24])[OH:25])[cH:26][cH:27]2)[cH:3][c:4]2[cH:5][cH:6][cH:7][cH:8][c:9]12>>[nH:1]1[c:2]([C:10](=[O:11])[NH:12][c:13]2[cH:14][cH:15][c:16]([O:17][CH2:18][CH:19]([CH2:20][NH:21][CH:22]([CH3:23])[CH3:24])[O:25][C:32]([C:29]([CH3:28])([CH3:30])[CH3:31])=[O:33])[cH:26][cH:27]2)[cH:3][c:4]2[cH:5][cH:6][cH:7][cH:8][c:9]12. Starting materials: O=C1CCC(=O)N1Br, COc1ccc(C(C)(C)C#N)c(Cl)c1, O=C(O)C(F)(F)F. The product is COc1cc(Cl)c(C(C)(C)C#N)cc1Br. RXN SMILES: [Br:15][N:16]1[C:17](=[O:18])[CH2:19][CH2:20][C:21]1=[O:22].[Cl:1][c:2]1[c:3]([C:10]([C:11]#[N:12])([CH3:13])[CH3:14])[cH:4][cH:5][c:6]([O:8][CH3:9])[cH:7]1.[F:23][C:24]([F:25])([F:26])[C:27]([OH:28])=[O:29]>>[Cl:1][c:2]1[c:3]([C:10]([C:11]#[N:12])([CH3:13])[CH3:14])[cH:4][c:5]([Br:15])[c:6]([O:8][CH3:9])[cH:7]1. Reactants: Cc1ccc2c(c1)c(=O)c1c(cnn1C)n2CC#N, CC(C)(C)O, [K+], [OH-], O. Product: Cc1ccc2c(c1)c(=O)c1c(cnn1C)n2CC(N)=O. As a reaction SMILES: [CH3:1][n:2]1[n:3][cH:4][c:5]2[n:6]([CH2:17][C:18]#[N:19])[c:7]3[cH:8][cH:9][c:10]([CH3:16])[cH:11][c:12]3[c:13](=[O:15])[c:14]12.[CH3:23][C:24]([OH:25])([CH3:26])[CH3:27].[K+:21].[OH-:20].[OH2:22]>>[CH3:1][n:2]1[n:3][cH:4][c:5]2[n:6]([CH2:17][C:18]([NH2:19])=[O:20])[c:7]3[cH:8][cH:9][c:10]([CH3:16])[cH:11][c:12]3[c:13](=[O:15])[c:14]12.